This data is from the Open Reaction Database (ORD), a public repository of structured organic reaction records. The task is: describe an organic reaction: reactants, conditions, products, and yield Starting materials: C1CCC2=NCCCN2CC1 (DBU), C(C)(C)(C)OC(NC=1C=NC(=CC1C#CCC(CC(C)(C)C1=C(C=CC=C1)S(N=CN(C)C)(=O)=O)(C(F)(F)F)O)S(=O)(=O)CC)=O ({4-[6-(2-{[1-dimethylaminomethylidene]sulfamoyl}phenyl)-4-hydroxy-6-methyl-4-trifluoromethylhept-1-ynyl]-6-ethanesulfonylpyridin-3-yl}carbamic acid tert-butyl ester), O (water). Run in CO (methanol). Conditions: temperature 70 celsius, time 90 minute. Yields the product C(C)S(=O)(=O)C=1C=C2C(=CN1)NC(=C2)CC(CC(C)(C)C2=C(C=CC=C2)S(=O)(=O)N)(C(F)(F)F)O (2-[3-(5-ethanesulfonyl-1H-pyrrolo[2,3-c]pyridin-2-ylmethyl)-4,4,4-trifluoro-3-hydroxy-1,1-dimethylbutyl]benzenesulfonamide). The yield is 48.2%. RXN SMILES: C(OC(=O)[NH:7][C:8]1[CH:9]=[N:10][C:11]([S:41]([CH2:44][CH3:45])(=[O:43])=[O:42])=[CH:12][C:13]=1[C:14]#[C:15][CH2:16][C:17]([OH:40])([C:36]([F:39])([F:38])[F:37])[CH2:18][C:19]([C:22]1[CH:27]=[CH:26][CH:25]=[CH:24][C:23]=1[S:28](=[O:35])(=[O:34])[N:29]=CN(C)C)([CH3:21])[CH3:20])(C)(C)C.C1CCN2C(=NCCC2)CC1.O>CO>[CH2:44]([S:41]([C:11]1[CH:12]=[C:13]2[CH:14]=[C:15]([CH2:16][C:17]([OH:40])([C:36]([F:39])([F:37])[F:38])[CH2:18][C:19]([C:22]3[CH:27]=[CH:26][CH:25]=[CH:24][C:23]=3[S:28]([NH2:29])(=[O:35])=[O:34])([CH3:21])[CH3:20])[NH:7][C:8]2=[CH:9][N:10]=1)(=[O:42])=[O:43])[CH3:45]. Procedure: To a vial was added {4-[6-(2-{[1-dimethylaminomethylidene]sulfamoyl}phenyl)-4-hydroxy-6-methyl-4-trifluoromethylhept-1-ynyl]-6-ethanesulfonylpyridin-3-yl}carbamic acid tert-butyl ester (48 mg, 0.07 mmol) in 3 mL of methanol, followed by the addition of DBU (106 mg, 0.7 mmol). The reaction mixture was stirred at 70° C. for 90 minutes. To the reaction was added 0.5 mL of water, and the reaction mixture was stirred at 70° C. for 1.5 hours. The reaction mixture was concentrated in vacuo. The crude m... Reactants: FC1=C(C(=O)OCC)C=CC(=C1)NC(=O)C1=CC=2C(=CCC(C2C=C1)(C)C)C1=CC=C(C=C1)C (ethyl 2- fluoro-4-[[(5,6-dihydro-5,5-dimethyl-8- (4-methylphenyl)-2-naphthalenyl)carbonyl]amino]-benzoate), FC1=C(C(=O)OCC)C=CC(=C1)NC(=O)C1=CC=2C(=CCC(C2C=C1)(C)C)C1=CC=C(C=C1)C (ethyl 2- fluoro-4-[[(5,6-dihydro-5,5-dimethyl-8- (4-methylphenyl)-2-naphthalenyl)carbonyl]amino]-benzoate), [OH-].[Na+] (NaOH), aqueous solution. The solvent is CCO (EtOH), C1CCOC1 (THF). Reaction conditions: time 8 hour. Product: FC1=C(C(=O)O)C=CC(=C1)NC(=O)C1=CC=2C(=CCC(C2C=C1)(C)C)C1=CC=C(C=C1)C (2-Fluoro-4-[[(5,6-dihydro-5,5-dimethyl-8-(4-methylphenyl)-2-naphthalenyl)carbonyl]amino]-benzoic acid). As a reaction SMILES: [F:1][C:2]1[CH:12]=[C:11]([NH:13][C:14]([C:16]2[CH:25]=[CH:24][C:23]3[C:22]([CH3:27])([CH3:26])[CH2:21][CH:20]=[C:19]([C:28]4[CH:33]=[CH:32][C:31]([CH3:34])=[CH:30][CH:29]=4)[C:18]=3[CH:17]=2)=[O:15])[CH:10]=[CH:9][C:3]=1[C:4]([O:6]CC)=[O:5].[OH-].[Na+]>CCO.C1COCC1>[F:1][C:2]1[CH:12]=[C:11]([NH:13][C:14]([C:16]2[CH:25]=[CH:24][C:23]3[C:22]([CH3:27])([CH3:26])[CH2:21][CH:20]=[C:19]([C:28]4[CH:29]=[CH:30][C:31]([CH3:34])=[CH:32][CH:33]=4)[C:18]=3[CH:17]=2)=[O:15])[CH:10]=[CH:9][C:3]=1[C:4]([OH:6])=[O:5] |f:1.2|. Reported procedure: To a solution of 41.6 mg (0.091 mmol) ethyl 2- fluoro-4-[[(5,6-dihydro-5,5-dimethyl-8- (4-methylphenyl)-2-naphthalenyl)carbonyl]amino]-benzoate (Compound 40) in 2.0 ml EtOH and 2.0 ml of THF was added 40.0 mg NaOH (1.00 mmol, 1.0 ml of a 1M aqueous solution). After stirring at room temperature for overnight, the reaction was quenched by the addition of 10% HCl. Extraction with EtOAc, and drying of the organic layers over MgSO4, provided a solid after removal of the solvent under reduced pressure... As a reaction SMILES: [CH2:1]([c:2]1[cH:3][cH:4][cH:5][cH:6][cH:7]1)[N:8]1[CH2:9][CH2:10][C:11]2([CH2:12][C:13](=[O:17])[NH:14][C:15]2=[O:16])[CH2:18][CH2:19]1.[CH3:20][CH2:21][OH:22].[CH3:26][C:27](=[O:28])[OH:29].[OH-:23].[OH-:24].[Pd+2:25]>>[NH:8]1[CH2:9][CH2:10][C:11]2([CH2:12][C:13](=[O:17])[NH:14][C:15]2=[O:16])[CH2:18][CH2:19]1. Starting materials: O=C1CC2(CCN(Cc3ccccc3)CC2)C(=O)N1, CCO, CC(=O)O, [OH-], [OH-], [Pd+2]. Yields the product O=C1CC2(CCNCC2)C(=O)N1. Starting materials: CC(C)(C)OC(=O)N1CC(c2c[nH]c3ccccc23)C(c2cn3c4c(cccc24)CCC3)C1, ClCCl, Cl, C1COCCO1. The product is Cl, c1ccc2c(C3CNCC3c3cn4c5c(cccc35)CCC4)c[nH]c2c1. As a reaction SMILES: [C:1]([O:2][C:3](=[O:4])[N:8]1[CH2:9][CH:10]([c:22]2[cH:23][n:24]3[c:33]4[c:28]([cH:29][cH:30][cH:31][c:32]24)[CH2:27][CH2:26][CH2:25]3)[CH:11]([c:13]2[cH:14][nH:15][c:16]3[cH:17][cH:18][cH:19][cH:20][c:21]23)[CH2:12]1)([CH3:5])([CH3:6])[CH3:7].[Cl:41][CH2:42][Cl:43].[ClH:34].[O:35]1[CH2:36][CH2:37][O:38][CH2:39][CH2:40]1>>[ClH:34].[NH:8]1[CH2:9][CH:10]([c:22]2[cH:23][n:24]3[c:33]4[c:28]([cH:29][cH:30][cH:31][c:32]24)[CH2:27][CH2:26][CH2:25]3)[CH:11]([c:13]2[cH:14][nH:15][c:16]3[cH:17][cH:18][cH:19][cH:20][c:21]23)[CH2:12]1. The reactants are CC#N, CCOC(C)=O, CC(C)S(=O)(=O)n1c(N)nc2ccc(-c3nc(-c4c(F)cccc4F)[nH]c3-c3ccccc3)cc21, [Na+], [OH-], O. Product: Nc1nc2cc(-c3nc(-c4c(F)cccc4F)[nH]c3-c3ccccc3)ccc2[nH]1. RXN SMILES: [CH3:38][C:39]#[N:40].[CH3:42][CH2:43][O:44][C:45](=[O:46])[CH3:47].[CH:1]([S:2](=[O:3])(=[O:4])[n:7]1[c:8]([NH2:35])[n:9][c:10]2[c:11]1[cH:12][c:13](-[c:16]1[n:17][c:18](-[c:27]3[c:28]([F:34])[cH:29][cH:30][cH:31][c:32]3[F:33])[nH:19][c:20]1-[c:21]1[cH:22][cH:23][cH:24][cH:25][cH:26]1)[cH:14][cH:15]2)([CH3:5])[CH3:6].[Na+:37].[OH-:36].[OH2:41]>>[n:7]1[c:8]([NH2:35])[nH:9][c:10]2[c:11]1[cH:12][c:13](-[c:16]1[n:17][c:18](-[c:27]3[c:28]([F:34])[cH:29][cH:30][cH:31][c:32]3[F:33])[nH:19][c:20]1-[c:21]1[cH:22][cH:23][cH:24][cH:25][cH:26]1)[cH:14][cH:15]2. The reactants are CN([C@@H](CC1=CC=CC=C1)C(=O)O)C (N,N-dimethylphenylalanine), Cl (HCl), CO (methanol). Yields the product COC([C@@H](N(C)C)CC1=CC=CC=C1)=O (N,N-dimethylphenylalanine methyl ester). As a reaction SMILES: [CH3:1][N:2]([CH3:14])[C@H:3]([C:11]([OH:13])=[O:12])[CH2:4][C:5]1[CH:10]=[CH:9][CH:8]=[CH:7][CH:6]=1.Cl.[CH3:16]O>>[CH3:16][O:12][C:11](=[O:13])[C@H:3]([CH2:4][C:5]1[CH:6]=[CH:7][CH:8]=[CH:9][CH:10]=1)[N:2]([CH3:1])[CH3:14]. Procedure details: 100 ml of methanol and 10 g (0.05 mol) of N,N-dimethylphenylalanine (prepared in accordance with Y. Ikutani, Bull. Chem. Soc. Jpn. 41, 1679 (1968)) are placed in a 350 ml sulfonating flask having an anchor mixer, thermometer, reflux condenser and gas introduction tube and, with stirring, saturated with HCl gas. The solution is stirred at reflux for 8 hours, then cooled, and the solvent is evaporated in a rotary evaporator. The residue is taken up in 250 ml of methylene chloride and washed first ... Product: N1=CC(=CC=C1)C=CCO (3-(3-pyridyl)-2-propen-1-ol). Procedure details: Ethyl 3-(3-pyridyl)acrylate was reduced using lithium aluminum hydride to give 3-(3-pyridyl)-2-propen-1-ol. In 30 ml of acetone 710 mg of 3-(3-pyridyl)-2-propen-1-ol and 980 mg of methyl p-toluenesulfonate were heated under reflux for 22 hours. The reaction mixture was subjected by decantation to remove the solvent and then washed with acetone and ether. The residue was dried under reduced pressure to give 1.3 g of the desired compound as an orange-colored oil. Reactants: N1=CC(=CC=C1)C=CC(=O)OCC (Ethyl 3-(3-pyridyl)acrylate), [H-].[Al+3].[Li+].[H-].[H-].[H-] (lithium aluminum hydride). Reaction SMILES: [N:1]1[CH:6]=[CH:5][CH:4]=[C:3]([CH:7]=[CH:8][C:9](OCC)=[O:10])[CH:2]=1.[H-].[Al+3].[Li+].[H-].[H-].[H-]>>[N:1]1[CH:6]=[CH:5][CH:4]=[C:3]([CH:7]=[CH:8][CH2:9][OH:10])[CH:2]=1 |f:1.2.3.4.5.6|. Reactants: C(C)(C)(C)O[C@H](C(=O)O)C=1C(=C2C=CC(=NC2=CC1C)CN(C)C)C1=CC=C(C=C1)Cl ((S)-2-tert-butoxy-2-(5-(4-chlorophenyl)-2-((dimethylamino)methyl)-7-methylquinolin-6-yl)acetic acid), C(C)(C)(C)O[C@H](C(=O)OCC)C=1C(=C2C=CC(=NC2=CC1C)CO)C1=CC=C(C=C1)Cl ((S)-ethyl 2-tert-butoxy-2-(5-(4-chlorophenyl)-2-(hydroxymethyl)-7-methylquinolin-6-yl)acetate). Product: C(C)(C)(C)O[C@H](C(=O)OCC)C=1C(=C2C=CC(=NC2=CC1C)C(=O)O)C1=CC=C(C=C1)Cl ((S)-6-(1-tert-Butoxy-2-ethoxy-2-oxoethyl)-5-(4-chlorophenyl)-7-methylquinoline-2-carboxylic acid). Reaction SMILES: C([O:5][C@@H](C1C(C2C=CC(Cl)=CC=2)=C2C(=CC=1C)N=C(CN(C)C)C=C2)C(O)=O)(C)(C)C.[C:32]([O:36][C@@H:37]([C:43]1[C:44]([C:56]2[CH:61]=[CH:60][C:59]([Cl:62])=[CH:58][CH:57]=2)=[C:45]2[C:50](=[CH:51][C:52]=1[CH3:53])[N:49]=[C:48]([CH2:54][OH:55])[CH:47]=[CH:46]2)[C:38]([O:40][CH2:41][CH3:42])=[O:39])([CH3:35])([CH3:34])[CH3:33]>>[C:32]([O:36][C@@H:37]([C:43]1[C:44]([C:56]2[CH:61]=[CH:60][C:59]([Cl:62])=[CH:58][CH:57]=2)=[C:45]2[C:50](=[CH:51][C:52]=1[CH3:53])[N:49]=[C:48]([C:54]([OH:5])=[O:55])[CH:47]=[CH:46]2)[C:38]([O:40][CH2:41][CH3:42])=[O:39])([CH3:33])([CH3:34])[CH3:35]. Procedure: (S)-6-(1-tert-Butoxy-2-ethoxy-2-oxoethyl)-5-(4-chlorophenyl)-7-methylquinoline-2-carboxylic acid was prepared following the procedure used to prepare compound (S)-2-tert-butoxy-2-(5-(4-chlorophenyl)-2-((dimethylamino)methyl)-7-methylquinolin-6-yl)acetic acid of Example 9, except that (S)-ethyl 2-tert-butoxy-2-(5-(4-chlorophenyl)-2-(hydroxymethyl)-7-methylquinolin-6-yl)acetate was used instead of (S)-2-tert-butoxy-2-(5-(4-chlorophenyl)-2-((dimethylamino)methyl)-7-methylquinolin-6-yl)ethanol. LCMS...